Dataset: the Open Reaction Database (ORD), a public repository of structured organic reaction records. Task: describe an organic reaction: reactants, conditions, products, and yield Reactants: solution, Cl (HCl), CCOC(=O)C (EtOAc), C1(=CC=CC=C1)C=1C(=NC=2C=CN3C(C2C1)=NN=C3C3=NC=CC=N3)C3=CC=C(C=C3)C3(CCC3)NC(OC(C)(C)C)=O (tert-butyl {1-[4-(9-phenyl-3-pyrimidin-2-yl[1,2,4]triazolo[3,4-f]-1,6-naphthyridin-8-yl)phenyl]cyclobutyl}carbamate), solution, Cl (HCl), CCOC(=O)C (EtOAc). Solvent: CO (MeOH), CO (MeOH), C(Cl)Cl (DCM). Yields the product Cl.C1(=CC=CC=C1)C=1C(=NC=2C=CN3C(C2C1)=NN=C3C3=NC=CC=N3)C3=CC=C(C=C3)C3(CCC3)N (1-[4-(9-phenyl-3-pyrimidin-2-yl[1,2,4]triazolo[3,4-f]-1,6-naphthyridin-8-yl)phenyl]cyclobutanamine hydrochloride). Reaction SMILES: [C:1]1([C:7]2[C:8]([C:26]3[CH:31]=[CH:30][C:29]([C:32]4([NH:36]C(=O)OC(C)(C)C)[CH2:35][CH2:34][CH2:33]4)=[CH:28][CH:27]=3)=[N:9][C:10]3[CH:11]=[CH:12][N:13]4[C:19]([C:20]5[N:25]=[CH:24][CH:23]=[CH:22][N:21]=5)=[N:18][N:17]=[C:14]4[C:15]=3[CH:16]=2)[CH:6]=[CH:5][CH:4]=[CH:3][CH:2]=1.[ClH:44].CCOC(C)=O>CO.C(Cl)Cl>[ClH:44].[C:1]1([C:7]2[C:8]([C:26]3[CH:27]=[CH:28][C:29]([C:32]4([NH2:36])[CH2:35][CH2:34][CH2:33]4)=[CH:30][CH:31]=3)=[N:9][C:10]3[CH:11]=[CH:12][N:13]4[C:19]([C:20]5[N:21]=[CH:22][CH:23]=[CH:24][N:25]=5)=[N:18][N:17]=[C:14]4[C:15]=3[CH:16]=2)[CH:2]=[CH:3][CH:4]=[CH:5][CH:6]=1 |f:5.6|. Reported procedure: To a solution of tert-butyl {1-[4-(9-phenyl-3-pyrimidin-2-yl[1,2,4]triazolo[3,4-f]-1,6-naphthyridin-8-yl)phenyl]cyclobutyl}carbamate (1-6d) (71 mg, 0.125 mmol) in MeOH (2 mL) and DCM (3 mL) was added a 4N solution of HCl in EtOAc (3 mL, 12 mmol). The sealed reaction mixture was permitted to stir at room temperature. After 4 hours the reaction mixture was concentrated. After 4 hours the reaction mixture was concentrated in vacuo. The resulting residue was purified by reverse phase column chromato... Reaction SMILES: [CH2:1]([CH3:2])[O:3][C:4](=[O:5])[c:6]1[cH:7][c:8]2[c:13]([cH:14][cH:15]1)[NH:12][CH:11]([c:16]1[c:17]([CH3:23])[cH:18][cH:19][c:20]([F:22])[cH:21]1)[C:10]([CH3:24])([CH3:25])[CH2:9]2.[ClH:30].[Li+:28].[O:31]1[CH2:32][CH2:33][CH2:34][CH2:35]1.[OH-:27].[OH2:26].[OH2:29]>>[O:3]=[C:4]([OH:5])[c:6]1[cH:7][c:8]2[c:13]([cH:14][cH:15]1)[NH:12][CH:11]([c:16]1[c:17]([CH3:23])[cH:18][cH:19][c:20]([F:22])[cH:21]1)[C:10]([CH3:24])([CH3:25])[CH2:9]2. Starting materials: CCOC(=O)c1ccc2c(c1)CC(C)(C)C(c1cc(F)ccc1C)N2, Cl, [Li+], C1CCOC1, [OH-], O, O. Product: Cc1ccc(F)cc1C1Nc2ccc(C(=O)O)cc2CC1(C)C. Reactants: C(N)(=S)[C@H]1N(CCC1)C(=O)OC(C)(C)C ((S)-tert-butyl 2-carbamothioylpyrrolidine-1-carboxylate), C(N)(=S)[C@H]1N(CCC1)C(=O)OC(C)(C)C ((S)-tert-butyl 2-carbamothioylpyrrolidine-1-carboxylate), BrC1=CC=C(C(CBr)=O)C=C1 (4-bromophenacyl bromide). Solvent: C(C)O (ethanol). The product is BrC1=CC=C(C=C1)C=1N=C(SC1)[C@H]1N(CCC1)C(=O)OC(C)(C)C ((S)-tert-butyl 2-(4-(4-bromophenyl)thiazol-2-yl)pyrrolidine-1-carboxylate). The yield is 84.0%. As a reaction SMILES: [C:1]([C@@H:4]1[CH2:8][CH2:7][CH2:6][N:5]1[C:9]([O:11][C:12]([CH3:15])([CH3:14])[CH3:13])=[O:10])(=[S:3])[NH2:2].[Br:16][C:17]1[CH:26]=[CH:25][C:20]([C:21](=O)[CH2:22]Br)=[CH:19][CH:18]=1>C(O)C>[Br:16][C:17]1[CH:26]=[CH:25][C:20]([C:21]2[N:2]=[C:1]([C@@H:4]3[CH2:8][CH2:7][CH2:6][N:5]3[C:9]([O:11][C:12]([CH3:15])([CH3:14])[CH3:13])=[O:10])[S:3][CH:22]=2)=[CH:19][CH:18]=1. Procedure details: A solution of (S)-tert-butyl 2-carbamothioylpyrrolidine-1-carboxylate (compound 11a, 2.2 g, 9.6 mmol) and 4-bromophenacyl bromide (2.9 g, 10.5 mmol) in ethanol (50 ml) was stirred at room temperature for 3 hours. The resulting mixture was extracted with ethyl acetate and the organic layer was dried over MgSO4, filtered and concentrated to give crude product. The crude product was purified with column chromatography (ethyl acetate:n-hexane=1:3) to yield pure product 12a (3.3 g). Reactants: C(C(C)(C)C)(=O)N[C@@H](CC1=CC=CC=C1)C(=O)O (N-Pivaloyl-L-phenylalanine), COC([C@@H](NC([C@@H](NC)CC1=CC=CC=C1)=O)CC1=CNC=N1)=O (N-methyl-L-phenylalanyl-L-histidine methyl ester). Yields the product COC([C@@H](NC([C@@H](N(C)C([C@@H](NC(C(C)(C)C)=O)CC1=CC=CC=C1)=O)CC1=CC=CC=C1)=O)CC1=CNC=N1)=O (N-pivaloyl-L-phenylalanyl-N-methyl-L-phenylalanyl-L-histidine methyl ester). As a reaction SMILES: [C:1]([NH:7][C@H:8]([C:16]([OH:18])=O)[CH2:9][C:10]1[CH:15]=[CH:14][CH:13]=[CH:12][CH:11]=1)(=[O:6])[C:2]([CH3:5])([CH3:4])[CH3:3].[CH3:19][O:20][C:21](=[O:42])[C@H:22]([CH2:36][C:37]1[N:41]=[CH:40][NH:39][CH:38]=1)[NH:23][C:24](=[O:35])[C@H:25]([CH2:28][C:29]1[CH:34]=[CH:33][CH:32]=[CH:31][CH:30]=1)[NH:26][CH3:27]>>[CH3:19][O:20][C:21](=[O:42])[C@H:22]([CH2:36][C:37]1[N:41]=[CH:40][NH:39][CH:38]=1)[NH:23][C:24](=[O:35])[C@H:25]([CH2:28][C:29]1[CH:34]=[CH:33][CH:32]=[CH:31][CH:30]=1)[N:26]([C:16](=[O:18])[C@H:8]([CH2:9][C:10]1[CH:11]=[CH:12][CH:13]=[CH:14][CH:15]=1)[NH:7][C:1](=[O:6])[C:2]([CH3:3])([CH3:4])[CH3:5])[CH3:27]. Procedure: N-Pivaloyl-L-phenylalanine and N-methyl-L-phenylalanyl-L-histidine methyl ester are treated in the same manner as described in Example 1 to give N-pivaloyl-L-phenylalanyl-N-methyl-L-phenylalanyl-L-histidine methyl ester.